From a dataset of the Open Reaction Database (ORD), a public repository of structured organic reaction records. describe an organic reaction: reactants, conditions, products, and yield Starting materials: ClC1=NC=C(C(=C1)NC1=C(C=CC=C1)C1=NC=CC=N1)C(F)(F)F (2-chloro-N-(2-(pyrimidin-2-yl)phenyl)-5-(trifluoromethyl)pyridin-4-amine), COC1=C(N)C=CC(=C1)N1CCN(CC1)C (2-methoxy-4-(4-methylpiperazin-1-yl)aniline), CC1(C2=C(C(=CC=C2)P(C3=CC=CC=C3)C4=CC=CC=C4)OC5=C(C=CC=C51)P(C6=CC=CC=C6)C7=CC=CC=C7)C (xantphos), C([O-])([O-])=O.[Cs+].[Cs+] (cesium carbonate). The reagents and catalysts are C=1C=CC(=CC1)/C=C/C(=O)/C=C/C2=CC=CC=C2.C=1C=CC(=CC1)/C=C/C(=O)/C=C/C2=CC=CC=C2.C=1C=CC(=CC1)/C=C/C(=O)/C=C/C2=CC=CC=C2.[Pd].[Pd] (Pd2(dba)3). Solvent: O1CCOCC1 (dioxane). Yields the product C(=O)(C(F)(F)F)O (TFA), COC1=C(C=CC(=C1)N1CCN(CC1)C)NC1=NC=C(C(=C1)NC1=C(C=CC=C1)C1=NC=CC=N1)C(F)(F)F (N2-(2-Methoxy-4-(4-methylpiperazin-1-yl)phenyl)-N4-(2-(pyrimidin-2-yl)phenyl)-5-(trifluoromethyl)pyridine-2,4-diamine). RXN SMILES: Cl[C:2]1[CH:7]=[C:6]([NH:8][C:9]2[CH:14]=[CH:13][CH:12]=[CH:11][C:10]=2[C:15]2[N:20]=[CH:19][CH:18]=[CH:17][N:16]=2)[C:5]([C:21]([F:24])([F:23])[F:22])=[CH:4][N:3]=1.[CH3:25][O:26][C:27]1[CH:33]=[C:32]([N:34]2[CH2:39][CH2:38][N:37]([CH3:40])[CH2:36][CH2:35]2)[CH:31]=[CH:30][C:28]=1[NH2:29].CC1(C)C2C(=C(P(C3C=CC=CC=3)C3C=CC=CC=3)C=CC=2)OC2C(P(C3C=CC=CC=3)C3C=CC=CC=3)=CC=CC1=2.[C:83](=[O:86])([O-])[O-:84].[Cs+].[Cs+]>O1CCOCC1.C1C=CC(/C=C/C(/C=C/C2C=CC=CC=2)=O)=CC=1.C1C=CC(/C=C/C(/C=C/C2C=CC=CC=2)=O)=CC=1.C1C=CC(/C=C/C(/C=C/C2C=CC=CC=2)=O)=CC=1.[Pd].[Pd]>[C:83]([OH:84])([C:21]([F:24])([F:23])[F:22])=[O:86].[CH3:25][O:26][C:27]1[CH:33]=[C:32]([N:34]2[CH2:35][CH2:36][N:37]([CH3:40])[CH2:38][CH2:39]2)[CH:31]=[CH:30][C:28]=1[NH:29][C:2]1[CH:7]=[C:6]([NH:8][C:9]2[CH:14]=[CH:13][CH:12]=[CH:11][C:10]=2[C:15]2[N:20]=[CH:19][CH:18]=[CH:17][N:16]=2)[C:5]([C:21]([F:24])([F:23])[F:22])=[CH:4][N:3]=1 |f:3.4.5,7.8.9.10.11|. Procedure details: Method C was applied to the mixture of 2-chloro-N-(2-(pyrimidin-2-yl)phenyl)-5-(trifluoromethyl)pyridin-4-amine (30 mg, 0.086 mmol), 2-methoxy-4-(4-methylpiperazin-1-yl)aniline (31 mg, 0.14 mmol), Pd2(dba)3 (11 mg, 0.012 mmol), xantphos (11 mg, 0.019 mmol) and cesium carbonate (590 mg, 0.18 mmol) in dioxane (3 ml). The bis-TFA salt of the title compound was obtained as a yellow solid. The reactants are Nc1ccc(C(=O)c2ccccc2)cc1[N+](=O)[O-], C1CCOC1. The product is Nc1ccc(C(=O)c2ccccc2)cc1N. Reaction SMILES: [NH2:1][c:2]1[c:3]([N+:16]([O-:17])=[O:18])[cH:4][c:5]([C:6](=[O:7])[c:8]2[cH:9][cH:10][cH:11][cH:12][cH:13]2)[cH:14][cH:15]1.[O:19]1[CH2:20][CH2:21][CH2:22][CH2:23]1>>[NH2:1][c:2]1[c:3]([NH2:16])[cH:4][c:5]([C:6](=[O:7])[c:8]2[cH:9][cH:10][cH:11][cH:12][cH:13]2)[cH:14][cH:15]1. Starting materials: C(C(=O)Cl)(=O)Cl (oxalyl chloride), ClC(C(=O)O)=CC1=C(C=C(C(=C1)C1=NN(C(=C1Cl)OC(F)F)C)Cl)Cl (2-chloro-3-(2,4-dichloro-5-(4-chloro-5-difluoromethoxy-1-methyl-1H-pyrazol-3-yl)phenyl)propenoic acid). Reagents/catalysts: CN(C=O)C (dimethylformamide). The solvent is C1(=CC=CC=C1)C (toluene). The product is ClC(C(=O)Cl)=CC1=C(C=C(C(=C1)C1=NN(C(=C1Cl)OC(F)F)C)Cl)Cl (2-Chloro-3-(2,4-dichloro-5-(4-chloro-5-difluoromethoxy-1-methyl-1H-pyrazol-3-yl)phenyl)propenoyl chloride). Reaction SMILES: [C:1]([Cl:6])(=O)[C:2]([Cl:4])=[O:3].ClC(=[CH:12][C:13]1[CH:18]=[C:17]([C:19]2[C:23]([Cl:24])=[C:22]([O:25][CH:26]([F:28])[F:27])[N:21]([CH3:29])[N:20]=2)[C:16]([Cl:30])=[CH:15][C:14]=1[Cl:31])C(O)=O>CN(C)C=O.C1(C)C=CC=CC=1>[Cl:6][C:1](=[CH:12][C:13]1[CH:18]=[C:17]([C:19]2[C:23]([Cl:24])=[C:22]([O:25][CH:26]([F:27])[F:28])[N:21]([CH3:29])[N:20]=2)[C:16]([Cl:30])=[CH:15][C:14]=1[Cl:31])[C:2]([Cl:4])=[O:3]. Procedure details: 3 drops of dimethylformamide and then 11.1 g (87 mmol) of oxalyl chloride were added dropwise to a solution of 12.5 g (29 mmol) of 2-chloro-3-(2,4-dichloro-5-(4-chloro-5-difluoromethoxy-1-methyl-1H-pyrazol-3-yl)phenyl)propenoic acid in 300 ml of toluene. The reaction mixture was stirred at reflux temperature for 5 hours and then concentrated. Yield: quantitative. Reactants: [N+](=O)([O-])C=1C=C(C=C(C(=O)C)P2(OCCCO2)=O)C=CC1 (2-(1-(3-nitrobenzylidene)-acetonyl)-2-oxo-1,3,2-dioxaphosphorinane), N\C(=C/C(=O)OC)\C (methyl 3-aminocrotonate). Run in C(C)(C)O (isopropanol). Yields the product CC=1NC(=C(C(C1C(=O)OC)C1=CC(=CC=C1)[N+](=O)[O-])P1(OCCCO1)=O)C (methyl 2,6-dimethyl-4-(3-nitrophenyl)-5-(2-oxo-1,3,2-dioxaphosphorinan-2-yl)-1,4-dihydropyridine-3-carboxylate). The yield is 49.9%. Reaction SMILES: [N+:1]([C:4]1[CH:5]=[C:6]([CH:19]=[CH:20][CH:21]=1)[CH:7]=[C:8]([P:12]1(=[O:18])[O:17][CH2:16][CH2:15][CH2:14][O:13]1)[C:9]([CH3:11])=O)([O-:3])=[O:2].[NH2:22]/[C:23](/[CH3:29])=[CH:24]\[C:25]([O:27][CH3:28])=[O:26]>C(O)(C)C>[CH3:29][C:23]1[NH:22][C:9]([CH3:11])=[C:8]([P:12]2(=[O:18])[O:17][CH2:16][CH2:15][CH2:14][O:13]2)[CH:7]([C:6]2[CH:19]=[CH:20][CH:21]=[C:4]([N+:1]([O-:3])=[O:2])[CH:5]=2)[C:24]=1[C:25]([O:27][CH3:28])=[O:26]. Procedure details: Into 80 ml of isopropanol were dissolved 5.5 grams of 2-(1-(3-nitrobenzylidene)-acetonyl)-2-oxo-1,3,2-dioxaphosphorinane and 2.1 grams of methyl 3-aminocrotonate and the mixture was heated to reflux for 10 hours. After the reaction, the reaction solution was concentrated in vacuo, the residue was made crystallized by addition of ethyl acetate, and crystals separated out were collected by filtration. The crude crystals were recrystallized from ethyl acetate to give 3.6 grams of methyl 2,6-dimethy... Starting materials: CCOC(=O)C (AcOEt), ClC1=C(C=O)C=C(C(=C1)Cl)Cl (2,4,5-trichlorobenzaldehyde), C1(=CC=CC=C1)C (toluene), C(C)(=O)CC(C)=O (acetylacetone), Cl.CN (methylamine hydrochloride). Run in N1=CC=CC=C1 (pyridine), N1=CC=CC=C1 (pyridine). Yields the product C(C)(=O)C=1C(C(=C(N(C1C)C)C)C(C)=O)C1=C(C=C(C(=C1)Cl)Cl)Cl (1-[5-Acetyl-4-(2,4,5-trichlorophenyl)-1,2,6-trimethyl-1,4-dihydropyridin-3-yl]ethanone). Isolated yield 45.0%. Reaction SMILES: [Cl:1][C:2]1[CH:9]=[C:8]([Cl:10])[C:7]([Cl:11])=[CH:6][C:3]=1[CH:4]=O.[C:12]([CH2:15][C:16](=[O:18])[CH3:17])(=O)[CH3:13].Cl.[CH3:20][NH2:21].[C:22]1([CH3:28])C=CC=C[CH:23]=1.CCO[C:32]([CH3:34])=[O:33]>N1C=CC=CC=1>[C:16]([C:15]1[CH:4]([C:3]2[CH:6]=[C:7]([Cl:11])[C:8]([Cl:10])=[CH:9][C:2]=2[Cl:1])[C:23]([C:32](=[O:33])[CH3:34])=[C:22]([CH3:28])[N:21]([CH3:20])[C:12]=1[CH3:13])(=[O:18])[CH3:17] |f:2.3|. Reported procedure: 5.0 g (23.9 mmol) of 2,4,5-trichlorobenzaldehyde, 4.8 g (47.8 mmol) of acetylacetone and 1.78 g (26.3 mmol) of methylamine hydrochloride are boiled under reflux for 5 h in 4 ml of pyridine. The pyridine is then stripped off and the residue is codistilled twice with toluene. It is taken up in AcOEt and the solution is extracted with 1N aqueous HCl. Drying and concentration of the aqueous phase yields a brown oil, which is purified by flash chromatography (petroleum ether/AcOEt=5:1). The product i... Reactants: O=Cc1ccc2cc(Br)ccc2c1, COc1ccc(B(O)O)cc1C(C)(C)C, CCO, CCOC(C)=O, [Na+], [Na+], O=C([O-])[O-], O, [Pd], c1ccc(P(c2ccccc2)c2ccccc2)cc1, Cc1ccccc1, c1ccc(P(c2ccccc2)c2ccccc2)cc1, c1ccc(P(c2ccccc2)c2ccccc2)cc1, c1ccc(P(c2ccccc2)c2ccccc2)cc1. RXN SMILES: [Br:16][c:17]1[cH:18][c:19]2[cH:20][cH:21][c:22]([CH:27]=[O:28])[cH:23][c:24]2[cH:25][cH:26]1.[C:1]([CH3:2])([CH3:3])([CH3:4])[c:5]1[cH:6][c:7]([B:13]([OH:14])[OH:15])[cH:8][cH:9][c:10]1[O:11][CH3:12].[CH2:35]([OH:36])[CH3:37].[CH3:46][CH2:47][O:48][C:49](=[O:50])[CH3:51].[Na+:29].[Na+:30].[O-:31][C:32](=[O:33])[O-:34].[OH2:45].[Pd:52].[c:110]1([P:111]([c:112]2[cH:113][cH:114][cH:115][cH:116][cH:117]2)[c:118]2[cH:119][cH:120][cH:121][cH:122][cH:123]2)[cH:124][cH:125][cH:126][cH:127][cH:128]1.[c:38]1([CH3:39])[cH:40][cH:41][cH:42][cH:43][cH:44]1.[c:53]1([P:54]([c:55]2[cH:56][cH:57][cH:58][cH:59][cH:60]2)[c:61]2[cH:62][cH:63][cH:64][cH:65][cH:66]2)[cH:67][cH:68][cH:69][cH:70][cH:71]1.[c:72]1([P:73]([c:74]2[cH:75][cH:76][cH:77][cH:78][cH:79]2)[c:80]2[cH:81][cH:82][cH:83][cH:84][cH:85]2)[cH:86][cH:87][cH:88][cH:89][cH:90]1.[c:91]1([P:92]([c:93]2[cH:94][cH:95][cH:96][cH:97][cH:98]2)[c:99]2[cH:100][cH:101][cH:102][cH:103][cH:104]2)[cH:105][cH:106][cH:107][cH:108][cH:109]1>>[C:1]([CH3:2])([CH3:3])([CH3:4])[c:5]1[cH:6][c:7](-[c:17]2[cH:18][c:19]3[cH:20][cH:21][c:22]([CH:27]=[O:28])[cH:23][c:24]3[cH:25][cH:26]2)[cH:8][cH:9][c:10]1[O:11][CH3:12]. The product is COc1ccc(-c2ccc3cc(C=O)ccc3c2)cc1C(C)(C)C.